This data is from the Open Reaction Database (ORD), a public repository of structured organic reaction records. The task is: describe an organic reaction: reactants, conditions, products, and yield Starting materials: CCCn1c(=O)c2c(nc(-c3ccc(OCC#Cc4ccc(OC(F)(F)F)cc4)cc3)n2COCC[Si](C)(C)C)n(CCC)c1=O, CCO, Cl. Yields the product CCCn1c(=O)c2[nH]c(-c3ccc(OCC#Cc4ccc(OC(F)(F)F)cc4)cc3)nc2n(CCC)c1=O. RXN SMILES: [CH2:1]([CH2:2][CH3:3])[n:4]1[c:5](=[O:46])[n:6]([CH2:43][CH2:44][CH3:45])[c:7]2[n:8][c:9](-[c:22]3[cH:23][cH:24][c:25]([O:28][CH2:29][C:30]#[C:31][c:32]4[cH:33][cH:34][c:35]([O:38][C:39]([F:40])([F:41])[F:42])[cH:36][cH:37]4)[cH:26][cH:27]3)[n:10]([CH2:14][O:15][CH2:16][CH2:17][Si:18]([CH3:19])([CH3:20])[CH3:21])[c:11]2[c:12]1=[O:13].[CH3:48][CH2:49][OH:50].[ClH:47]>>[CH2:1]([CH2:2][CH3:3])[n:4]1[c:5](=[O:46])[n:6]([CH2:43][CH2:44][CH3:45])[c:7]2[n:8][c:9](-[c:22]3[cH:23][cH:24][c:25]([O:28][CH2:29][C:30]#[C:31][c:32]4[cH:33][cH:34][c:35]([O:38][C:39]([F:40])([F:41])[F:42])[cH:36][cH:37]4)[cH:26][cH:27]3)[nH:10][c:11]2[c:12]1=[O:13]. The reactants are C(C)(C)(C)C1CCC2(CC(CO2)(C#N)O)CC1 (8-t-Butyl-3-hydroxy-3-cyano-1-oxaspiro(4,5)decane), Cl (hydrochloric acid), C(=O)(O)[O-].[Na+] (NaHCO3), [H][H] (hydrogen). The solvent is CO (methanol). Product: C(C)(C)(C)C1CCC2(CC(CO2)(O)CN)CC1 (8-t-butyl-3-aminomethyl-3-hydroxy-1-oxaspiro(4,5)decane). Isolated yield 82.9%. Reaction SMILES: [C:1]([CH:5]1[CH2:17][CH2:16][C:8]2([O:12][CH2:11][C:10]([OH:15])([C:13]#[N:14])[CH2:9]2)[CH2:7][CH2:6]1)([CH3:4])([CH3:3])[CH3:2].Cl.[H][H].C([O-])(O)=O.[Na+]>CO>[C:1]([CH:5]1[CH2:17][CH2:16][C:8]2([O:12][CH2:11][C:10]([CH2:13][NH2:14])([OH:15])[CH2:9]2)[CH2:7][CH2:6]1)([CH3:4])([CH3:2])[CH3:3] |f:3.4|. Reported procedure: 8-t-Butyl-3-hydroxy-3-cyano-1-oxaspiro(4,5)decane (2.37 g, 10 mmol) in methanol (25 ml), containing conc. hydrochloric acid (1 ml), was hydrogenated on platinum oxide (0.1 g, 40° C./5 bar hydrogen pressure) until the uptake of hydrogen ceased. Saturated NaHCO3 (3 ml) was added and the solvent was evaporated in vacuo. To the residue was added methanol (30 ml) and MgSO4. The mixture was filtrated and the filtrate was evaporated in vacuo to yield a pale greenish solid (2.0 g). The fairly polar comp... The reactants are C(CC)O (1-propanol), CC(C)(C)[O-].[K+] (KOtBu), FC1=CC(=C(C=C1)I)C (4-fluoro-1-iodo-2-methylbenzene). The solvent is CN(C)C=O (DMF). Run at time 10 minute. Yields the product IC1=C(C=C(C=C1)OCCC)C (1-Iodo-2-methyl-4-propoxybenzene). RXN SMILES: [CH2:1]([OH:4])[CH2:2][CH3:3].CC([O-])(C)C.[K+].F[C:12]1[CH:17]=[CH:16][C:15]([I:18])=[C:14]([CH3:19])[CH:13]=1>CN(C=O)C>[I:18][C:15]1[CH:16]=[CH:17][C:12]([O:4][CH2:1][CH2:2][CH3:3])=[CH:13][C:14]=1[CH3:19] |f:1.2|. Reported procedure: 3.44 mL (45.8 mmol) 1-propanol are added to 3.42 g (30.5 mmol) KOtBu in 18 mL DMF at 0° C. After stirring the solution for 10 min at rt, 1.80 g (7.63 mmol) 4-fluoro-1-iodo-2-methylbenzene are added and the mixture is stirred at 80° C. for 3 h. The reaction is quenched by the addition of sat. aq. NH4Cl solution and extracted with EtOAc (2×). The combined organic layers are washed with sat. aq. NH4Cl solution and brine, dried over sodium sulphate and the solvent is removed in vacuo. The crude prod... Reactants: FC=1C=C2CCC(C2=CC1)=O (5-fluoro-2,3-dihydro-1H-inden-1-one), CS(=O)(=O)O (methanesulfonic acid), [N-]=[N+]=[N-].[Na+] (sodium azide). The solvent is ClCCl (dichloromethane). Run at temperature 0 celsius, time 2 hour. Product: FC=1C=C2CCNC(C2=CC1)=O (6-fluoro-1,2,3,4-tetrahydroisoquinolin-1-one). The yield is 50.5%. Reaction SMILES: [F:1][C:2]1[CH:3]=[C:4]2[C:8](=[CH:9][CH:10]=1)[C:7](=[O:11])[CH2:6][CH2:5]2.CS(O)(=O)=O.[N-:17]=[N+]=[N-].[Na+]>ClCCl>[F:1][C:2]1[CH:3]=[C:4]2[C:8](=[CH:9][CH:10]=1)[C:7](=[O:11])[NH:17][CH2:6][CH2:5]2 |f:2.3|. Procedure details: To a solution of 5-fluoro-2,3-dihydro-1H-inden-1-one (4.5 g, 29.97 mmol) in dichloromethane (50 ml) was added methanesulfonic acid (40 ml). This was followed by the addition of sodium azide (2.73 g, 42.0 mmol) in several batches with stirring over 2 hours at 0° C. The reaction mixture was then quenched with aqueous sodium hydroxide and extracted with dichloromethane (2×100 ml). The organic layers were combined, dried over anhydrous sodium sulfate, filtered, and concentrated under vacuum to give ... Starting materials: CN(/C=C/C(=O)C1=NN(C=CC1=O)C1=CC(=CC=C1)S(=O)(=O)C)C (3-((E)-3-Dimethylamino-acryloyl)-1-(3-methansulfonyl-phenyl)-1H-pyridazin-4-one), N(=O)[O-].[Na+] (sodium nitrite), [Sn](Cl)Cl (tin(II) chloride), FC1(OC2=C(O1)C=CC=C2NN)F (2,2-difluoro-benzo[1,3]dioxol-4-yl-hydrazine), amino. Yields the product FC1(OC2=C(O1)C=CC=C2N2N=CC=C2C2=NN(C=CC2=O)C2=CC(=CC=C2)S(=O)(=O)C)F (3-[2-(2,2-Difluoro-benzo[1,3]dioxol-4-yl)-2H-pyrazol-3-yl]-1-(3-methanesulfonyl-phenyl)-1H-pyridazin-4-one). RXN SMILES: C[N:2](C)/[CH:3]=[CH:4]/[C:5]([C:7]1[C:12](=[O:13])[CH:11]=[CH:10][N:9]([C:14]2[CH:19]=[CH:18][CH:17]=[C:16]([S:20]([CH3:23])(=[O:22])=[O:21])[CH:15]=2)[N:8]=1)=O.[F:25][C:26]1([F:37])[O:30][C:29]2[CH:31]=[CH:32][CH:33]=[C:34]([NH:35]N)[C:28]=2[O:27]1.N([O-])=O.[Na+].[Sn](Cl)Cl>>[F:37][C:26]1([F:25])[O:30][C:29]2[CH:31]=[CH:32][CH:33]=[C:34]([N:35]3[C:5]([C:7]4[C:12](=[O:13])[CH:11]=[CH:10][N:9]([C:14]5[CH:19]=[CH:18][CH:17]=[C:16]([S:20]([CH3:23])(=[O:22])=[O:21])[CH:15]=5)[N:8]=4)=[CH:4][CH:3]=[N:2]3)[C:28]=2[O:27]1 |f:2.3|. Reported procedure: The product was obtained starting from 3-((E)-3-Dimethylamino-acryloyl)-1-(3-methansulfonyl-phenyl)-1H-pyridazin-4-one (A-7) and 2,2-difluoro-benzo[1,3]dioxol-4-yl-hydrazine (prepared from the corresponding amino derivative using sodium nitrite and tin(II) chloride as described in J. Med. Chem. 2003, 46, 4676-4686) according to the method described for example 91. MS: M=473.2 (M+H)+